Dataset: the Open Reaction Database (ORD), a public repository of structured organic reaction records. Task: describe an organic reaction: reactants, conditions, products, and yield Reactants: C(C)(=O)NC1=NC2=CC=C(C=C2C=C1)C (2-(Acetamido)-6-methylquinoline), BrN1C(CCC1=O)=O (N-Bromosuccinimide). Reagents/catalysts: C(C1=CC=CC=C1)(=O)OOC(C1=CC=CC=C1)=O (benzoyl peroxide). Run in C1=CC=CC=C1 (benzene). Product: C(C)(=O)NC1=NC2=CC=C(C=C2C=C1)CBr (2-(Acetamido)-6-(bromomethyl)quinoline). Yield: 62.6%. As a reaction SMILES: [C:1]([NH:4][C:5]1[CH:14]=[CH:13][C:12]2[C:7](=[CH:8][CH:9]=[C:10]([CH3:15])[CH:11]=2)[N:6]=1)(=[O:3])[CH3:2].[Br:16]N1C(=O)CCC1=O>C1C=CC=CC=1.C(OOC(=O)C1C=CC=CC=1)(=O)C1C=CC=CC=1>[C:1]([NH:4][C:5]1[CH:14]=[CH:13][C:12]2[C:7](=[CH:8][CH:9]=[C:10]([CH2:15][Br:16])[CH:11]=2)[N:6]=1)(=[O:3])[CH3:2]. Procedure: Compound 45 (0.300 g, 1.50 mmol) was diluted in anhydrous benzene (10 mL). N-Bromosuccinimide (0.280 g, 1.57 mmol) and a catalytic amount (˜0.020 g) of benzoyl peroxide were added, and the mixture was heated to reflux under nitrogen until an orange tint was no longer visible in the solution refluxing in the condenser (around 2 h 40 min). The mixture was cooled, concentrated, and purified by flash column chromatography (SiO2), eluting with a gradient of 10% to 12% EtOAc in CH2Cl2 to yield the pro...